Dataset: the Open Reaction Database (ORD), a public repository of structured organic reaction records. Task: describe an organic reaction: reactants, conditions, products, and yield Yields the product OC12C#CC=CC#CC(C(CCC1)C2=O)O (1,8-dihydroxy-bicyclo[7.3.1]trideca-4-ene-2,6-diyne-13-one). Conditions: time 10 minute. Starting materials: C(=O)(O)[O-].[Na+] (NaHCO3), FC(S(=O)(=O)O)(F)F (Trifluoromethane sulfonic acid), CC#CC=CC#CCCCCCC=O (trideca-4-ene-2,6-diyne-13-one), 2A. Procedure details: Trifluoromethane sulfonic acid (16 ul) was added in one portion to a solution of 65 mg 8-hydroxy-1-TBSoxybicyclo[7.3.1]trideca-4-ene-2,6-diyne-13-one in 20 mL of CH2Cl2 stirring over 1 g of 2A molecular sieves at 25°. The reaction was stirred for 10min and then poured into 10 %aq NaHCO3 and CH2Cl2. The mixture was extracted and the organic extracts were dried over sodium sulfate. Filtration, concentration, and purification by flash chromotography over silica gel using 1:1 diethyl ether/hexane as... RXN SMILES: FC(F)(F)S(O)(=O)=[O:4].C[C:10]#[C:11][CH:12]=[CH:13][C:14]#[C:15][CH2:16][CH2:17][CH2:18][CH2:19][CH2:20][CH:21]=[O:22].[C:23]([O-:26])(O)=O.[Na+]>C(Cl)Cl>[OH:4][C:16]12[C:21](=[O:22])[CH:20]([CH2:19][CH2:18][CH2:17]1)[CH:23]([OH:26])[C:10]#[C:11][CH:12]=[CH:13][C:14]#[C:15]2 |f:2.3|. Solvent: C(Cl)Cl (CH2Cl2), C(Cl)Cl (CH2Cl2). The reactants are C(C)(=O)N[C@@H]1C[C@H](C1)OC1=C(C=CC(=C1)F)NC=1C2=C(N=CN1)SC(=C2C)C(=O)O (4-[2-(trans-3-acetylamino-cyclobutoxy)-4-fluoro-phenylamino]-5-methyl-thieno[2,3-d]pyrimidine-6-carboxylic acid), Cl.N[C@H]1[C@@H](C1)NC(OC(C)(C)C)=O (tert-butyl (1R,2R)-2-aminocyclopropylcarbamate hydrochloride). Reaction SMILES: [C:1]([NH:4][C@H:5]1[CH2:8][C@H:7]([O:9][C:10]2[CH:15]=[C:14]([F:16])[CH:13]=[CH:12][C:11]=2[NH:17][C:18]2[C:19]3[C:26]([CH3:27])=[C:25]([C:28](O)=[O:29])[S:24][C:20]=3[N:21]=[CH:22][N:23]=2)[CH2:6]1)(=[O:3])[CH3:2].Cl.[NH2:32][C@@H:33]1[CH2:35][C@H:34]1[NH:36][C:37](=[O:43])[O:38][C:39]([CH3:42])([CH3:41])[CH3:40]>>[C:39]([O:38][C:37](=[O:43])[NH:36][CH:34]1[CH2:35][CH:33]1[NH:32][C:28]([C:25]1[S:24][C:20]2[N:21]=[CH:22][N:23]=[C:18]([NH:17][C:11]3[CH:12]=[CH:13][C:14]([F:16])=[CH:15][C:10]=3[O:9][C@H:7]3[CH2:6][C@H:5]([NH:4][C:1](=[O:3])[CH3:2])[CH2:8]3)[C:19]=2[C:26]=1[CH3:27])=[O:29])([CH3:40])([CH3:42])[CH3:41] |f:1.2|. Procedure: Prepared analogously to 35.3 from 0.080 g 4-[2-(trans-3-acetylamino-cyclobutoxy)-4-fluoro-phenylamino]-5-methyl-thieno[2,3-d]pyrimidine-6-carboxylic acid (cpd. 35.2) and 0.050 g tert-butyl (1R,2R)-2-aminocyclopropylcarbamate hydrochloride. The product is C(C)(C)(C)OC(NC1C(C1)NC(=O)C1=C(C2=C(N=CN=C2NC2=C(C=C(C=C2)F)O[C@@H]2C[C@H](C2)NC(C)=O)S1)C)=O ([2-({4-[2-(trans-3-Acetylamino-cyclobutoxy)-4-fluoro-phenylamino]-5-methyl-thieno[2,3-d]pyrimidine-6-carbonyl}amino)-cyclopropyl]-carbamic acid tert-butyl ester). Reactants: N(=NC(=O)N1CCCCC1)C(=O)N1CCCCC1 (1,1′-(azodicarbonyl)dipiperidine), ClC1=CC(=C(NC2=NC=NC3=CC(=C(C=C23)OC)O)C=C1)F (4-(4-chloro-2-fluoroanilino)-7-hydroxy-6-methoxyquinazoline), C(C1=CC=CC=C1)OCCCO (3-benzyloxypropanol), C(CCC)P(CCCC)CCCC (tributylphosphine). Run in C(Cl)Cl (methylene chloride), CCOCC (ether). Conditions: temperature 5 celsius, time 1 hour. The product is Cl.C(C1=CC=CC=C1)OCCCOC1=C(C=C2C(=NC=NC2=C1)NC1=C(C=C(C=C1)Cl)F)OC (7-(3-benzyloxypropoxy)-4-(4-chloro-2-fluoroanilino)-6-methoxyquinazoline hydrochloride). Isolated yield 56.6%. As a reaction SMILES: N(C(N1CCCCC1)=O)=NC(N1CCCCC1)=O.[Cl:19][C:20]1[CH:39]=[CH:38][C:23]([NH:24][C:25]2[C:34]3[C:29](=[CH:30][C:31]([OH:37])=[C:32]([O:35][CH3:36])[CH:33]=3)[N:28]=[CH:27][N:26]=2)=[C:22]([F:40])[CH:21]=1.[CH2:41]([O:48][CH2:49][CH2:50][CH2:51]O)[C:42]1[CH:47]=[CH:46][CH:45]=[CH:44][CH:43]=1.C(P(CCCC)CCCC)CCC>C(Cl)Cl.CCOCC>[ClH:19].[CH2:41]([O:48][CH2:49][CH2:50][CH2:51][O:37][C:31]1[CH:30]=[C:29]2[C:34]([C:25]([NH:24][C:23]3[CH:38]=[CH:39][C:20]([Cl:19])=[CH:21][C:22]=3[F:40])=[N:26][CH:27]=[N:28]2)=[CH:33][C:32]=1[O:35][CH3:36])[C:42]1[CH:47]=[CH:46][CH:45]=[CH:44][CH:43]=1 |f:6.7|. Procedure: 1,1′-(azodicarbonyl)dipiperidine (480 mg, 1.9 mmol) was added in portions to a mixture of 4-(4-chloro-2-fluoroanilino)-7-hydroxy-6-methoxyquinazoline (200 mg, 0.63 mmol), 3-benzyloxypropanol (150 μl, 0.95 mmol) and tributylphosphine (459 μl, 1.86 mmol) in methylene chloride (20 ml) at 5° C. The reaction was stirred for 1 hour at 5° C. and then for 18 hours at ambient temperature. The mixture was diluted with ether and stirred for 15 minutes. The insolubles were removed by filtration and the vola... Reactants: O (water), ClC1=CC=C(OC2=CC=C(C=C2)O)C=C1 (4-(4-chlorophenoxy)phenol), C(C=C)Br (allyl bromide), C([O-])([O-])=O.[Cs+].[Cs+] (cesium carbonate). Solvent: CN(C)C=O (DMF). Reaction conditions: temperature 25 celsius, time 6 hour. Product: ClC1=CC=C(OC2=CC=C(OCC=C)C=C2)C=C1 (3-[4-(4-chlorophenoxy)phenoxy]-1-propene). RXN SMILES: [Cl:1][C:2]1[CH:15]=[CH:14][C:5]([O:6][C:7]2[CH:12]=[CH:11][C:10]([OH:13])=[CH:9][CH:8]=2)=[CH:4][CH:3]=1.[CH2:16](Br)[CH:17]=[CH2:18].C(=O)([O-])[O-].[Cs+].[Cs+].O>CN(C=O)C>[Cl:1][C:2]1[CH:15]=[CH:14][C:5]([O:6][C:7]2[CH:12]=[CH:11][C:10]([O:13][CH2:18][CH:17]=[CH2:16])=[CH:9][CH:8]=2)=[CH:4][CH:3]=1 |f:2.3.4|. Reported procedure: A mixture of the phenol from step 2 (16.5 g, 75 mmol), allyl bromide (10.8 g, 90 mmol) and cesium carbonate (48.7 g, 150 mmol) in DMF(300 mL) was stirred at 25° C. for 6 h. The mixture was poured into water (1.0 L) and extracted with ethyl acetate (2×200 mL). The combined organic phase was washed with water (3×100 mL), dried over magnesium sulfate and concentrated. The crude product was used directly in the next step. Yield: 102.7%. Run at temperature 50 celsius, time 5 hour. Starting materials: C([O-])([O-])=O.[K+].[K+] (Potassium carbonate), C(C)(C)(C)OC(N(CCNC(C(F)(F)F)=O)CCOC1=CC(=CC=C1)Br)=O ([2-(3-bromo-phenoxy)-ethyl]-[2-(2,2,2-trifluoro-acetylamino)-ethyl]-carbamic acid tert-butyl ester). The solvent is CO (methanol). Yields the product C(C)(C)(C)OC(N(CCOC1=CC(=CC=C1)Br)CCN)=O ((2-amino-ethyl)-[2-(3-bromo-phenoxy)-ethyl]-carbamic acid tert-butyl ester). Procedure details: Potassium carbonate [584-08-7] (35.8 g, 259.2 mmol) was added to a solution of [2-(3-bromo-phenoxy)-ethyl]-[2-(2,2,2-trifluoro-acetylamino)-ethyl]-carbamic acid tert-butyl ester (4.7 g, 10.3 mmol) in 10% (v/v) aqueous methanol (200 mL) and stirred at 50° C. for 5 h. The reaction mixture was filtered, the filtrate evaporated to dryness, dissolved in ethyl acetate, washed with brine, dried (CaSO4) and evaporated to yield 3.8 g of (2-amino-ethyl)-[2-(3-bromo-phenoxy)-ethyl]-carbamic acid tert-butyl... Reaction SMILES: C(=O)([O-])[O-].[K+].[K+].[C:7]([O:11][C:12](=[O:33])[N:13]([CH2:23][CH2:24][O:25][C:26]1[CH:31]=[CH:30][CH:29]=[C:28]([Br:32])[CH:27]=1)[CH2:14][CH2:15][NH:16]C(=O)C(F)(F)F)([CH3:10])([CH3:9])[CH3:8]>CO>[C:7]([O:11][C:12](=[O:33])[N:13]([CH2:14][CH2:15][NH2:16])[CH2:23][CH2:24][O:25][C:26]1[CH:31]=[CH:30][CH:29]=[C:28]([Br:32])[CH:27]=1)([CH3:8])([CH3:10])[CH3:9] |f:0.1.2|. The reactants are ClC=1C=C2CCC(CC2=CC1Cl)=O (6,7-dichloro-3,4-dihydro-2(1H)-naphthalenone), C1(=CC=C(C=C1)S(=O)(=O)O)C (p-toluenesulfonic acid), N1=CC=CC=C1 (pyridine). Product: ClC=1C=C2CCC(=CC2=CC1Cl)N1CCCC1 (1-(6,7-dichloro -3,4-dihydro-2-naphthyl)pyrrolidine). Procedure details: 9.00 g (0.042 mol) of 6,7-dichloro-3,4-dihydro-2(1H)-naphthalenone and 0.3 g of p-toluenesulfonic acid are dissolved in 200 ml of pyridine 3.5 ml (0.042 mol) of pyrrolidine are added dropwise thereto and the mixture is boiled under reflux for 2 hours. Distillation of the solvent in a vacuum, addition of 200 ml of ether and filtering off the crystals formed yields 1-(6,7-dichloro -3,4-dihydro-2-naphthyl)pyrrolidine with melting point 1-142°. Solvent: N1CCCC1 (pyrrolidine). As a reaction SMILES: [Cl:1][C:2]1[CH:3]=[C:4]2[C:9](=[CH:10][C:11]=1[Cl:12])[CH2:8][C:7](=O)[CH2:6][CH2:5]2.C1(C)C=CC(S(O)(=O)=O)=CC=1.[N:25]1[CH:30]=[CH:29][CH:28]=[CH:27]C=1>N1CCCC1>[Cl:1][C:2]1[CH:3]=[C:4]2[C:9](=[CH:10][C:11]=1[Cl:12])[CH:8]=[C:7]([N:25]1[CH2:27][CH2:28][CH2:29][CH2:30]1)[CH2:6][CH2:5]2. Reactants: ClCC1=NC(=NC(=C1)O)C (4-chloromethyl-6-hydroxy-2-methyl-pyrimidine), [H-].[Na+] (sodium hydride), [H][H] (hydrogen), CN(C(=O)Cl)C (dimethylcarbamoyl chloride). Run in C1(=CC=CC=C1)C (toluene). Yields the product CN(C(OC1=CC(=NC(=N1)C)CCl)=O)C (4-chloromethyl-2-methyl-6-pyrimidinyl N,N-dimethylcarbamate). Reaction SMILES: [Cl:1][CH2:2][C:3]1[CH:8]=[C:7]([OH:9])[N:6]=[C:5]([CH3:10])[N:4]=1.[H-].[Na+].[H][H].[CH3:15][N:16]([CH3:20])[C:17](Cl)=[O:18]>C1(C)C=CC=CC=1>[CH3:15][N:16]([CH3:20])[C:17](=[O:18])[O:9][C:7]1[N:6]=[C:5]([CH3:10])[N:4]=[C:3]([CH2:2][Cl:1])[CH:8]=1 |f:1.2|. Procedure details: 5 g (0.0315 mol) of 4-chloromethyl-6-hydroxy-2-methyl-pyrimidine are introduced portionwise under nitrogen into a suspension of 0.80 g (0.0331 mol) of sodium hydride (freed from a 50% dispersion in oil by two-fold extraction with n-pentane) in 50 ml of absolute tetrahydrofuran. After completion of the hydrogen evolution 2.9 ml (0.0315 mol) of dimethylcarbamoyl chloride are added dropwise and the mixture is heated at reflux for 16 hours. The cooled mixture is subsequently diluted with 150 ml of t... The reactants are CS(=O)(=O)N=COCC (ethyl N-methanesulfonyl-formimidate), NC1CCN(CC1)CC1=CC=CC=C1 (4-amino-1-benzylpiperidine). Solvent: C(C)OCC (diethyl ether). Conditions: time 2 hour. Product: CS(=O)(=O)N=CNC1CCN(CC1)CC1=CC=CC=C1 (N2-methanesulfonyl-N1-(1-benzylpiperidin-4-yl)formamidine). Isolated yield 39.3%. As a reaction SMILES: [CH3:1][S:2]([N:5]=[CH:6]OCC)(=[O:4])=[O:3].[NH2:10][CH:11]1[CH2:16][CH2:15][N:14]([CH2:17][C:18]2[CH:23]=[CH:22][CH:21]=[CH:20][CH:19]=2)[CH2:13][CH2:12]1>C(OCC)C>[CH3:1][S:2]([N:5]=[CH:6][NH:10][CH:11]1[CH2:16][CH2:15][N:14]([CH2:17][C:18]2[CH:23]=[CH:22][CH:21]=[CH:20][CH:19]=2)[CH2:13][CH2:12]1)(=[O:3])=[O:4]. Procedure details: Into a solution of 760 mg of ethyl N-methanesulfonyl-formimidate in diethyl ether (20 ml) was dropped 0.95 g of 4-amino-1-benzylpiperidine at room temperature. After stirring for 2 hours, the crystals thus precipitated were filtered and washed with diethyl ether to thereby give 580 mg of N2-methanesulfonyl-N1-(1-benzylpiperidin-4-yl)formamidine as colorless needles. These crystals were dissolved in 30 ml of methanol and 500 mg of 10% palladium-carbon was added thereto. Then the resulting mixture... The reactants are O (water), OC1=CC2=C(C(CO2)=O)C=C1 (6-hydroxy-2H-benzofuran-3-one), OC=1C=C(C=O)C=CC1 (3-hydroxybenzaldehyde), Cl (hydrochloric acid). Run in CO (methanol). Run at time 1 hour. Yields the product OC=1C=C(C=CC1)C=C1OC2=C(C1=O)C=CC(=C2)O (2-[(3-hydroxyphenyl)methylene]-6-hydroxy-3(2H)-benzofuranone). Isolated yield 70.9%. Reaction SMILES: [OH:1][C:2]1[CH:11]=[CH:10][C:5]2[C:6](=[O:9])[CH2:7][O:8][C:4]=2[CH:3]=1.[OH:12][C:13]1[CH:14]=[C:15]([CH:18]=[CH:19][CH:20]=1)[CH:16]=O.Cl.O>CO>[OH:12][C:13]1[CH:14]=[C:15]([CH:16]=[C:7]2[C:6](=[O:9])[C:5]3[CH:10]=[CH:11][C:2]([OH:1])=[CH:3][C:4]=3[O:8]2)[CH:18]=[CH:19][CH:20]=1. Reported procedure: After 6-hydroxy-2H-benzofuran-3-one 1 g and 3-hydroxybenzaldehyde 0.813 g were dissolved in methanol 75 ml, concentrated hydrochloric acid 50 ml was added, and the mixture was refluxed for two hours. The solution was cooled to room temperature, water 400 ml was added and allowed to stand for one hour. Precipitated crystals were filtered. The crystals were dried over phosphorous pentoxide at a temperature of 60° C. for five hours under reduced pressure to obtain the desired compound 1.20 g.